Dataset: the Open Reaction Database (ORD), a public repository of structured organic reaction records. Task: describe an organic reaction: reactants, conditions, products, and yield Reactants: C(C)(C)(C)N(NC(C1=CC=CC=C1)=O)C(C1=CC=CC=C1)=O (N'-t-butyl-N,N'-dibenzoylhydrazine), phase, COCCl (Methoxymethyl chloride). Reagents/catalysts: S(=O)(=O)(O)[O-].C(CCC)[N+](CCCC)(CCCC)CCCC (tetra-n-butylammonium hydrogen sulfate). Run in C1(=CC=CC=C1)C (toluene). Conditions: time 3 hour. Product: COCN(N(C(C1=CC=CC=C1)=O)C(C)(C)C)C(C1=CC=CC=C1)=O (N-methoxymethyl-N'-t-butyl-N,N'-dibenzoylhydrazine). Reaction SMILES: [C:1]([N:5]([C:15](=[O:22])[C:16]1[CH:21]=[CH:20][CH:19]=[CH:18][CH:17]=1)[NH:6][C:7](=[O:14])[C:8]1[CH:13]=[CH:12][CH:11]=[CH:10][CH:9]=1)([CH3:4])([CH3:3])[CH3:2].[CH3:23][O:24][CH2:25]Cl>S([O-])(O)(=O)=O.C([N+](CCCC)(CCCC)CCCC)CCC.C1(C)C=CC=CC=1>[CH3:23][O:24][CH2:25][N:6]([C:7](=[O:14])[C:8]1[CH:13]=[CH:12][CH:11]=[CH:10][CH:9]=1)[N:5]([C:1]([CH3:4])([CH3:2])[CH3:3])[C:15](=[O:22])[C:16]1[CH:17]=[CH:18][CH:19]=[CH:20][CH:21]=1 |f:2.3|. Procedure: N'-t-butyl-N,N'-dibenzoylhydrazine (2 g, 0.007M) was stirred at room temperature in a two phase system of toluene-50% sodium hydroxide with 100 mg of phase transfer catalyst (tetra-n-butylammonium hydrogen sulfate). Methoxymethyl chloride (1.2 g, 0.015M) was added dropwise and the mixture was stirred 3 hours. The layers were separated and the toluene layer was washed several times with water (until the water washes were neutral). The toluene solution was dried over anhydrous magnesium sulfate an... Reactants: BrB(Br)Br, ClCCl, COc1ccc2c(c1N)C(CCNC(C)=O)CC2. Product: CC(=O)NCCC1CCc2ccc(O)c(N)c21. RXN SMILES: [B:19]([Br:20])([Br:21])[Br:22].[Cl:23][CH2:24][Cl:25].[NH2:1][c:2]1[c:3]([O:17][CH3:18])[cH:4][cH:5][c:6]2[c:10]1[CH:9]([CH2:11][CH2:12][NH:13][C:14]([CH3:15])=[O:16])[CH2:8][CH2:7]2>>[NH2:1][c:2]1[c:3]([OH:17])[cH:4][cH:5][c:6]2[c:10]1[CH:9]([CH2:11][CH2:12][NH:13][C:14]([CH3:15])=[O:16])[CH2:8][CH2:7]2.